Dataset: the Open Reaction Database (ORD), a public repository of structured organic reaction records. Task: describe an organic reaction: reactants, conditions, products, and yield The reactants are ClC1=C(C2=C(C=3C(C(=CN(C3C=N2)C)C(=O)OCC)=O)C=C1F)F (ethyl 8-chloro-7,9-difluoro-4-methyl-1-oxo-1,4-dihydrobenzo[f][1,7]naphthyridine-2-carboxylate), FC=1C=C(C=CC1C)N1CCNCC1 (1-(3-fluoro-4-methylphenyl)piperazine), FC=1C=C(C=CC1C)N1CCNCC1 (1-(3-fluoro-4-methylphenyl)piperazine). Run in CS(=O)C (dimethyl sulphoxide). Reaction conditions: temperature 80 celsius, time 20 hour. Product: ClC1=C(C2=C(C=3C(C(=CN(C3C=N2)C)C(=O)OCC)=O)C=C1N1CCN(CC1)C1=CC(=C(C=C1)C)F)F (ethyl 8-chloro-7-fluoro-9-[4-(3-fluoro-4-methylphenyl)piperazin-1-yl]-4-methyl-1-oxo-1,4-dihydrobenzo[f][1,7]naphthyridine-2-carboxylate). Isolated yield 42.8%. RXN SMILES: [Cl:1][C:2]1[C:22](F)=[CH:21][C:5]2[C:6]3[C:7](=[O:20])[C:8]([C:15]([O:17][CH2:18][CH3:19])=[O:16])=[CH:9][N:10]([CH3:14])[C:11]=3[CH:12]=[N:13][C:4]=2[C:3]=1[F:24].[F:25][C:26]1[CH:27]=[C:28]([N:33]2[CH2:38][CH2:37][NH:36][CH2:35][CH2:34]2)[CH:29]=[CH:30][C:31]=1[CH3:32]>CS(C)=O>[Cl:1][C:2]1[C:22]([N:36]2[CH2:35][CH2:34][N:33]([C:28]3[CH:29]=[CH:30][C:31]([CH3:32])=[C:26]([F:25])[CH:27]=3)[CH2:38][CH2:37]2)=[CH:21][C:5]2[C:6]3[C:7](=[O:20])[C:8]([C:15]([O:17][CH2:18][CH3:19])=[O:16])=[CH:9][N:10]([CH3:14])[C:11]=3[CH:12]=[N:13][C:4]=2[C:3]=1[F:24]. Procedure details: A stirred suspension of 1 g of ethyl 8-chloro-7,9-difluoro-4-methyl-1-oxo-1,4-dihydrobenzo[f][1,7]naphthyridine-2-carboxylate and 1.2 g of 1-(3-fluoro-4-methylphenyl)piperazine in 15 cm3 of dimethyl sulphoxide was heated to a temperature in the region of 80° C. After 20 hours, 0.6 g of 1-(3-fluoro-4-methylphenyl)piperazine was added and the heating was continued for an additional 8 hours. After 28 hours, the reaction mixture was cooled and then filtered. The precipitate was washed twice with 10 ... Reactants: C1(=CC=CC=C1)CCN1CCC(CC1)N (1-(2-phenylethyl)-4-piperidinamine), ClC1=NC=CC(=N1)N(C)C (2-chloro-N,N-dimethyl-4-pyrimidinamine). The solvent is O (water). Reaction conditions: temperature 120 celsius, time 20 hour. Product: CN(C1=NC(=NC=C1)NC1CCN(CC1)CCC1=CC=CC=C1)C (N4,N4 -dimethyl-N2 -[1-(2-phenylethyl)-4-piperidinyl]-2,4-pyrimidinediamine). Isolated yield 28.4%. RXN SMILES: [C:1]1([CH2:7][CH2:8][N:9]2[CH2:14][CH2:13][CH:12]([NH2:15])[CH2:11][CH2:10]2)[CH:6]=[CH:5][CH:4]=[CH:3][CH:2]=1.Cl[C:17]1[N:22]=[C:21]([N:23]([CH3:25])[CH3:24])[CH:20]=[CH:19][N:18]=1>O>[CH3:24][N:23]([CH3:25])[C:21]1[CH:20]=[CH:19][N:18]=[C:17]([NH:15][CH:12]2[CH2:13][CH2:14][N:9]([CH2:8][CH2:7][C:1]3[CH:2]=[CH:3][CH:4]=[CH:5][CH:6]=3)[CH2:10][CH2:11]2)[N:22]=1. Procedure details: A mixture of 1-(2-phenylethyl)-4-piperidinamine (8.17 g) and 2-chloro-N,N-dimethyl-4-pyrimidinamine (6.3 g) was stirred for 20 hours at 120° C. The reaction mixture was diluted with water and extracted with CH2Cl2. The organic layer was washed with water, dried, filtered and the solvent evaporated. The residue was purified by column chromatography over silica gel (eluent: CH2Cl2 /CH3OH(NH3) 96/4). The pure fractions were collected and the solvent evaporated. The residue was crystallized from CH3... The reactants are BrB(Br)Br, COc1ccc(-c2cc(C#N)c(=O)[nH]c2C)cc1, [Cl-], ClCCl, [NH4+]. RXN SMILES: [B:19]([Br:20])([Br:21])[Br:22].[CH3:1][O:2][c:3]1[cH:4][cH:5][c:6](-[c:9]2[cH:10][c:11]([C:17]#[N:18])[c:12](=[O:16])[nH:13][c:14]2[CH3:15])[cH:7][cH:8]1.[Cl-:23].[Cl:25][CH2:26][Cl:27].[NH4+:24]>>[OH:2][c:3]1[cH:4][cH:5][c:6](-[c:9]2[cH:10][c:11]([C:17]#[N:18])[c:12](=[O:16])[nH:13][c:14]2[CH3:15])[cH:7][cH:8]1. Yields the product Cc1[nH]c(=O)c(C#N)cc1-c1ccc(O)cc1. Reactants: CCSc1ncc(C(=O)N(C)OC)c(N)n1, COc1cc(F)c(F)c(F)c1. Yields the product CCSc1ncc(C(=O)c2c(OC)cc(F)c(F)c2F)c(N)n1. Reaction SMILES: [CH3:1][O:2][N:3]([C:4](=[O:5])[c:6]1[c:7]([NH2:15])[n:8][c:9]([S:12][CH2:13][CH3:14])[n:10][cH:11]1)[CH3:16].[F:17][c:18]1[cH:19][c:20]([O:26][CH3:27])[cH:21][c:22]([F:25])[c:23]1[F:24]>>[C:4](=[O:5])([c:6]1[c:7]([NH2:15])[n:8][c:9]([S:12][CH2:13][CH3:14])[n:10][cH:11]1)[c:19]1[c:18]([F:17])[c:23]([F:24])[c:22]([F:25])[cH:21][c:20]1[O:26][CH3:27]. The reactants are COc1ccnc(CBr)c1OC, CO, FC(F)(F)c1ccc2nc(S)[nH]c2c1. Yields the product COc1ccnc(CSc2nc3ccc(C(F)(F)F)cc3[nH]2)c1OC. Reaction SMILES: [Br:15][CH2:16][c:17]1[n:18][cH:19][cH:20][c:21]([O:25][CH3:26])[c:22]1[O:23][CH3:24].[CH3:27][OH:28].[F:1][C:2]([c:3]1[cH:4][c:5]2[c:6]([n:7][c:8]([SH:10])[nH:9]2)[cH:11][cH:12]1)([F:13])[F:14]>>[F:1][C:2]([c:3]1[cH:4][c:5]2[c:6]([n:7][c:8]([S:10][CH2:16][c:17]3[n:18][cH:19][cH:20][c:21]([O:25][CH3:26])[c:22]3[O:23][CH3:24])[nH:9]2)[cH:11][cH:12]1)([F:13])[F:14].